From a dataset of the Open Reaction Database (ORD), a public repository of structured organic reaction records. describe an organic reaction: reactants, conditions, products, and yield Reactants: CNC (dimethylamine), crude product, C(=O)(O)C=1C=NC(=NC1)N1CCC(CC1)C1=NC=2CC(CC(C2C(=C1C(C1=CC=C(C=C1)C(F)(F)F)F)C1CCC(CC1)(F)F)OCC1=CC=C(C=C1)OC)(C)C (2-[1-(5-Carboxypyrimidin-2-yl)piperidin-4-yl]-4-(4,4-difluorocyclohexyl)-3-{fluoro[4-(trifluoromethyl)phenyl]methyl}-5-[(4-methoxybenzyl)oxy]-7,7-dimethyl-5,6,7,8-tetrahydroquinoline). Product: FC1(CCC(CC1)C1=C(C(=NC=2CC(CC(C12)O)(C)C)C1CCN(CC1)C1=NC=C(C=N1)C(N(C)C)=O)C(C1=CC=C(C=C1)C(F)(F)F)F)F ((−)-4-(4,4-Difluorocyclohexyl)-2-{1-[5-(dimethylcarbamoyl)pyrimidin-2-yl]piperidin-4-yl}-3-{fluoro[4-(trifluoromethyl)phenyl]methyl}-7,7-dimethyl-5,6,7,8-tetrahydroquinolin-5-ol), solid. Yield: 56.0%. RXN SMILES: [CH3:1][NH:2][CH3:3].[C:4]([C:7]1[CH:8]=[N:9][C:10]([N:13]2[CH2:18][CH2:17][CH:16]([C:19]3[C:28]([CH:29]([F:40])[C:30]4[CH:35]=[CH:34][C:33]([C:36]([F:39])([F:38])[F:37])=[CH:32][CH:31]=4)=[C:27]([CH:41]4[CH2:46][CH2:45][C:44]([F:48])([F:47])[CH2:43][CH2:42]4)[C:26]4[CH:25]([O:49]CC5C=CC(OC)=CC=5)[CH2:24][C:23]([CH3:60])([CH3:59])[CH2:22][C:21]=4[N:20]=3)[CH2:15][CH2:14]2)=[N:11][CH:12]=1)([OH:6])=O>>[F:47][C:44]1([F:48])[CH2:43][CH2:42][CH:41]([C:27]2[C:26]3[CH:25]([OH:49])[CH2:24][C:23]([CH3:60])([CH3:59])[CH2:22][C:21]=3[N:20]=[C:19]([CH:16]3[CH2:17][CH2:18][N:13]([C:10]4[N:9]=[CH:8][C:7]([C:4](=[O:6])[N:2]([CH3:3])[CH3:1])=[CH:12][N:11]=4)[CH2:14][CH2:15]3)[C:28]=2[CH:29]([F:40])[C:30]2[CH:31]=[CH:32][C:33]([C:36]([F:38])([F:39])[F:37])=[CH:34][CH:35]=2)[CH2:46][CH2:45]1. Procedure details: Reactions similar to those of the second step of Reference Example 25 and Example 38 were performed except for using dimethylamine aqueous solution instead of methylamine aqueous solution, and from 70 mg of the crude product of 2-[1-(5-Carboxypyrimidin-2-yl)piperidin-4-yl]-4-(4,4-difluorocyclohexyl)-3-{fluoro[4-(trifluoromethyl)phenyl]methyl}-5-[(4-methoxybenzyl)oxy]-7,7-dimethyl-5,6,7,8-tetrahydroquinoline, which was prepared in the first step of Reference Example 25, 30 mg of the title compoun...